describe an organic reaction: reactants, conditions, products, and yield From a dataset of the Open Reaction Database (ORD), a public repository of structured organic reaction records. Starting materials: O=C1CC[C@H](N1C(=O)OC(C)(C)C)C(=O)OCC ((S)-1-tert-butyl 2-ethyl 5-oxopyrrolidine-1,2-dicarboxylate), BrC=1C=NC=C(C1)F (3-bromo-5-fluoropyridine), Cl (HCl), [NH4+].[Cl-] (NH4Cl), C(C)(C)[Mg]Cl (isopropylmagnesium chloride). Run in C1CCOC1 (THF), CCCCCCC (Heptane), CC(C)(C)OC (MTBE), C1CCOC1 (THF), C1CCOC1 (THF). Reaction conditions: temperature 0 celsius, time 30 minute. The product is C(C)(C)(C)OC(=O)N[C@H](C(=O)OCC)CCC(=O)C=1C=NC=C(C1)F ((S)-ethyl 2-(tert-butoxycarbonylamino)-5-(5-fluoropyridin-3-yl)-5-oxopentanoate). Isolated yield 102.3%. RXN SMILES: Br[C:2]1[CH:3]=[N:4][CH:5]=[C:6]([F:8])[CH:7]=1.C([Mg]Cl)(C)C.[O:14]=[C:15]1[N:19]([C:20]([O:22][C:23]([CH3:26])([CH3:25])[CH3:24])=[O:21])[C@H:18]([C:27]([O:29][CH2:30][CH3:31])=[O:28])[CH2:17][CH2:16]1.Cl.[NH4+].[Cl-]>C1COCC1.CCCCCCC.CC(OC)(C)C>[C:23]([O:22][C:20]([NH:19][C@@H:18]([CH2:17][CH2:16][C:15]([C:2]1[CH:3]=[N:4][CH:5]=[C:6]([F:8])[CH:7]=1)=[O:14])[C:27]([O:29][CH2:30][CH3:31])=[O:28])=[O:21])([CH3:24])([CH3:26])[CH3:25] |f:4.5|. Procedure details: A solution of 3-bromo-5-fluoropyridine (4.28 g, 24.3 mmol) in dry THF (25 mL) was cooled to −40 to −50° C. and 2M isopropylmagnesium chloride in THF (10.2 mL, 20.4 mmol) was added. The mixture was allowed to warm to 0° C. and was stirred for 30 minutes. The mixture was cooled to −20° C. and a solution of (S)-1-tert-butyl 2-ethyl 5-oxopyrrolidine-1,2-dicarboxylate (5.00 g, 19.4 mmol) in dry THF (15 mL) was added. The mixture was allowed to reach ambient temperature over 30 minutes and was stirred... Reactants: Cl.C1(=CC=CC=C1)CCCOC1=CC=C(C(C)N)C=C1 (p-(3-phenylpropoxy)-α-methylbenzylamine hydrochloride), Cl.CC(C1=CC=C(C=C1)CCC1=CC=CC=C1)N=C1NCCCCC1 (Hexahydro-2-(α-methyl-p-phenethylbenzylimino)-azepine hydrochloride). Product: Cl.CC(C1=CC=C(C=C1)OCCCC1=CC=CC=C1)N=C1NCCCCC1 (hexahydro-2-[α-methyl-p-(3-phenylpropoxy)benzylimino]-azepine hydrochloride). Reaction SMILES: [ClH:1].[C:2]1([CH2:8][CH2:9][CH2:10][O:11][C:12]2[CH:20]=[CH:19][C:15]([CH:16]([NH2:18])[CH3:17])=[CH:14][CH:13]=2)[CH:7]=[CH:6][CH:5]=[CH:4][CH:3]=1.Cl.CC(N=[C:39]1[CH2:45][CH2:44][CH2:43][CH2:42][CH2:41][NH:40]1)C1C=CC(CCC2C=CC=CC=2)=CC=1>>[ClH:1].[CH3:17][CH:16]([N:18]=[C:39]1[CH2:45][CH2:44][CH2:43][CH2:42][CH2:41][NH:40]1)[C:15]1[CH:14]=[CH:13][C:12]([O:11][CH2:10][CH2:9][CH2:8][C:2]2[CH:3]=[CH:4][CH:5]=[CH:6][CH:7]=2)=[CH:20][CH:19]=1 |f:0.1,2.3,4.5|. Reported procedure: Substituting this amine for the α-methyl-p-phenethylbenzylamine of Example 7 results in the formation of hexahydro-2-[α-methyl-p-(3-phenylpropoxy)benzylimino]-azepine hydrochloride, having a M.P. of 202°-5° C. The reactants are C1CCOC1, COC(=O)CCC(Cc1cn(CCCc2ccccc2)c2ccccc12)NC(=O)CCCCCCc1ccccc1, CO, [K+], [OH-], O. Yields the product O=C(O)CCC(Cc1cn(CCCc2ccccc2)c2ccccc12)NC(=O)CCCCCCc1ccccc1. RXN SMILES: [CH2:44]1[O:45][CH2:46][CH2:47][CH2:48]1.[CH3:1][O:2][C:3]([CH2:4][CH2:5][CH:6]([CH2:7][c:8]1[cH:9][n:10]([CH2:17][CH2:18][CH2:19][c:20]2[cH:21][cH:22][cH:23][cH:24][cH:25]2)[c:11]2[cH:12][cH:13][cH:14][cH:15][c:16]12)[NH:26][C:27]([CH2:28][CH2:29][CH2:30][CH2:31][CH2:32][CH2:33][c:34]1[cH:35][cH:36][cH:37][cH:38][cH:39]1)=[O:40])=[O:41].[CH3:49][OH:50].[K+:43].[OH-:42].[OH2:51]>>[O:2]=[C:3]([CH2:4][CH2:5][CH:6]([CH2:7][c:8]1[cH:9][n:10]([CH2:17][CH2:18][CH2:19][c:20]2[cH:21][cH:22][cH:23][cH:24][cH:25]2)[c:11]2[cH:12][cH:13][cH:14][cH:15][c:16]12)[NH:26][C:27]([CH2:28][CH2:29][CH2:30][CH2:31][CH2:32][CH2:33][c:34]1[cH:35][cH:36][cH:37][cH:38][cH:39]1)=[O:40])[OH:41]. The reactants are CS(=O)(=O)N1CCc2c(Br)cccc2C1, [K+], [K+], [K+], Cc1ncc(N)cc1C(=O)Nc1ccccc1, O=C(C=Cc1ccccc1)C=Cc1ccccc1, O=C(C=Cc1ccccc1)C=Cc1ccccc1, C1COCCO1, O=C(C=Cc1ccccc1)C=Cc1ccccc1, O=P([O-])([O-])[O-], [Pd], [Pd], c1ccc(P(c2ccccc2)c2ccc3ccccc3c2-c2c(P(c3ccccc3)c3ccccc3)ccc3ccccc23)cc1. Yields the product Cc1ncc(Nc2cccc3c2CCN(S(C)(=O)=O)C3)cc1C(=O)Nc1ccccc1. As a reaction SMILES: [Br:18][c:19]1[c:20]2[c:25]([cH:26][cH:27][cH:28]1)[CH2:24][N:23]([S:29](=[O:30])(=[O:31])[CH3:32])[CH2:22][CH2:21]2.[K+:84].[K+:85].[K+:86].[NH2:1][c:2]1[cH:3][n:4][c:5]([CH3:17])[c:6]([C:7](=[O:8])[NH:9][c:10]2[cH:11][cH:12][cH:13][cH:14][cH:15]2)[cH:16]1.[O:113]=[C:114]([CH:115]=[CH:116][c:117]1[cH:118][cH:119][cH:120][cH:121][cH:122]1)[CH:123]=[CH:124][c:125]1[cH:126][cH:127][cH:128][cH:129][cH:130]1.[O:131]=[C:132]([CH:133]=[CH:134][c:135]1[cH:136][cH:137][cH:138][cH:139][cH:140]1)[CH:141]=[CH:142][c:143]1[cH:144][cH:145][cH:146][cH:147][cH:148]1.[O:87]1[CH2:88][CH2:89][O:90][CH2:91][CH2:92]1.[O:95]=[C:96]([CH:97]=[CH:98][c:99]1[cH:100][cH:101][cH:102][cH:103][cH:104]1)[CH:105]=[CH:106][c:107]1[cH:108][cH:109][cH:110][cH:111][cH:112]1.[P:79]([O-:80])([O-:81])([O-:82])=[O:83].[Pd:93].[Pd:94].[cH:33]1[cH:34][cH:35][c:36]([P:37]([c:38]2[cH:39][cH:40][c:41]3[c:42]([cH:43][cH:44][cH:45][cH:46]3)[c:47]2-[c:48]2[c:49]3[c:50]([cH:51][cH:52][cH:53][cH:54]3)[cH:55][cH:56][c:57]2[P:58]([c:59]2[cH:60][cH:61][cH:62][cH:63][cH:64]2)[c:65]2[cH:66][cH:67][cH:68][cH:69][cH:70]2)[c:71]2[cH:72][cH:73][cH:74][cH:75][cH:76]2)[cH:77][cH:78]1>>[NH:1]([c:2]1[cH:3][n:4][c:5]([CH3:17])[c:6]([C:7](=[O:8])[NH:9][c:10]2[cH:11][cH:12][cH:13][cH:14][cH:15]2)[cH:16]1)[c:19]1[c:20]2[c:25]([cH:26][cH:27][cH:28]1)[CH2:24][N:23]([S:29](=[O:30])(=[O:31])[CH3:32])[CH2:22][CH2:21]2.